This data is from the Open Reaction Database (ORD), a public repository of structured organic reaction records. The task is: describe an organic reaction: reactants, conditions, products, and yield Product: ClC=1C=C2CCN(C2=C(C1)Cl)C1=NC(=NC(=C1CO)NC(CC)CC)C (4-(5,7-dichloro-2,3-dihydro-1H-indol-1-yl)-6-(1-ethylpropylamino)-5-hydroxymethyl-2-methylpyrimidine). Reported procedure: 4-(5,7-dichloro-2,3-dihydro-1H-indol-1-yl)-6-(1-ethylpropylamino)-5-formyl-2-methylpyrimidine, (50 mg, 0.13 mmol) was stirred with NaBH4 (7 mg, 0.2 mmol) in dry ethanol (2 mL) at 0° C. for 2 h. The reaction was partitioned between EtOAc (100 mL) and water (20 mL) and the EtOAc was washed with brine, dried (MgSO4) and stripped in vacuo. The residue was chromatographed on silica gel using 40% EtOAc/hexanes to give the product, 4-(5,7-dichloro-2,3-dihydro-1H-indol-1-yl)-6-(1-ethylpropylamino)-5-hyd... RXN SMILES: [Cl:1][C:2]1[CH:3]=[C:4]2[C:8](=[C:9]([Cl:11])[CH:10]=1)[N:7]([C:12]1[C:17]([CH:18]=[O:19])=[C:16]([NH:20][CH:21]([CH2:24][CH3:25])[CH2:22][CH3:23])[N:15]=[C:14]([CH3:26])[N:13]=1)[CH2:6][CH2:5]2.[BH4-].[Na+]>C(O)C>[Cl:1][C:2]1[CH:3]=[C:4]2[C:8](=[C:9]([Cl:11])[CH:10]=1)[N:7]([C:12]1[C:17]([CH2:18][OH:19])=[C:16]([NH:20][CH:21]([CH2:24][CH3:25])[CH2:22][CH3:23])[N:15]=[C:14]([CH3:26])[N:13]=1)[CH2:6][CH2:5]2 |f:1.2|. The solvent is C(C)O (ethanol). Isolated yield 77.8%. Reactants: ClC=1C=C2CCN(C2=C(C1)Cl)C1=NC(=NC(=C1C=O)NC(CC)CC)C (4-(5,7-dichloro-2,3-dihydro-1H-indol-1-yl)-6-(1-ethylpropylamino)-5-formyl-2-methylpyrimidine), [BH4-].[Na+] (NaBH4). The reactants are C[S-](C)C([O-])=S, COCCCNc1nc(Cl)nc(NC(C)C)n1, [K+], [OH-]. Yields the product COCCCNc1nc(NC(C)C)nc(SC)n1. As a reaction SMILES: [CH3:18][S-:19]([CH3:20])[C:21](=[S:22])[O-:23].[Cl:1][c:2]1[n:3][c:4]([NH:12][CH2:13][CH2:14][CH2:15][O:16][CH3:17])[n:5][c:6]([NH:8][CH:9]([CH3:10])[CH3:11])[n:7]1.[K+:25].[OH-:24]>>[c:2]1([S:19][CH3:18])[n:3][c:4]([NH:12][CH2:13][CH2:14][CH2:15][O:16][CH3:17])[n:5][c:6]([NH:8][CH:9]([CH3:10])[CH3:11])[n:7]1.